From a dataset of the Open Reaction Database (ORD), a public repository of structured organic reaction records. describe an organic reaction: reactants, conditions, products, and yield Reactants: [Si](C)(C)(C(C)(C)C)O[C@H]1C[C@@H](CC2=CC=C3[C@@H]4CC=C([C@H](C)O)[C@]4(CC[C@@H]3[C@@]12C)C)O[Si](C)(C)C(C)(C)C (1α,3β-bis(tert-butyldimethylsilyloxy)-20(S)-hydroxypregna-5,7,16-triene), [H-].[Na+] (sodium hydride), 15-crown-5(10 μl), BrCC#CC(CC)(O[Si](CC)(CC)CC)CC (1-bromo-4-ethyl-4-triethylsilyloxy-2-hexyne). Solvent: O1CCCC1 (tetrahydrofuran). Yields the product [Si](C)(C)(C(C)(C)C)O[C@H]1C[C@@H](CC2=CC=C3[C@@H]4CC=C([C@H](C)OCC#CC(CC)(O[Si](CC)(CC)CC)CC)[C@]4(CC[C@@H]3[C@@]12C)C)O[Si](C)(C)C(C)(C)C (1α,3β-bis(tert-Butyldimethylsilyloxy)-20(S)-(4-ethyl-4-triethylsilyloxy-2-hexynyloxy)pregna-5,7,16-triene). Yield: 92.6%. As a reaction SMILES: [Si:1]([O:8][C@@H:9]1[C@@:28]2([CH3:29])[C:13](=[CH:14][CH:15]=[C:16]3[C@@H:27]2[CH2:26][CH2:25][C@@:24]2([CH3:30])[C@H:17]3[CH2:18][CH:19]=[C:20]2[C@@H:21]([OH:23])[CH3:22])[CH2:12][C@@H:11]([O:31][Si:32]([C:35]([CH3:38])([CH3:37])[CH3:36])([CH3:34])[CH3:33])[CH2:10]1)([C:4]([CH3:7])([CH3:6])[CH3:5])([CH3:3])[CH3:2].[H-].[Na+].Br[CH2:42][C:43]#[C:44][C:45]([CH2:56][CH3:57])([O:48][Si:49]([CH2:54][CH3:55])([CH2:52][CH3:53])[CH2:50][CH3:51])[CH2:46][CH3:47]>O1CCCC1>[Si:1]([O:8][C@@H:9]1[C@@:28]2([CH3:29])[C:13](=[CH:14][CH:15]=[C:16]3[C@@H:27]2[CH2:26][CH2:25][C@@:24]2([CH3:30])[C@H:17]3[CH2:18][CH:19]=[C:20]2[C@@H:21]([O:23][CH2:42][C:43]#[C:44][C:45]([CH2:56][CH3:57])([O:48][Si:49]([CH2:54][CH3:55])([CH2:50][CH3:51])[CH2:52][CH3:53])[CH2:46][CH3:47])[CH3:22])[CH2:12][C@@H:11]([O:31][Si:32]([C:35]([CH3:37])([CH3:36])[CH3:38])([CH3:33])[CH3:34])[CH2:10]1)([C:4]([CH3:7])([CH3:6])[CH3:5])([CH3:3])[CH3:2] |f:1.2|. Procedure details: Under the same conditions as in Example 83, 1α,3β-bis(tert-butyldimethylsilyloxy)-20(S)-hydroxypregna-5,7,16-triene (60.0 mg, 0.107 mmol), sodium hydride (60%, 21.0 mg, 0.525 mmol), 15-crown-5(10 μl) and 1-bromo-4-ethyl-4-triethylsilyloxy-2-hexyne (134 mg, 0.420 mmol) were reacted in tetrahydrofuran (1 ml) and worked up, and then the residue was purified by preparative thin layer chromatography (0.5 mm×2, hexane:ethyl acetate=40:1, developed once) to give the title compound as a colorless oil (7... The reactants are CS(=O)(=O)OCC1CN(CCO1)C1=C(C(=CC(=C1)C#N)NC1=NN2C(C(=N1)N(CC1=CC=C(C=C1)OC)C1CC1)=NC=C2C#N)Cl ((+/−)-(4-(2-chloro-5-cyano-3-((7-cyano-4-(cyclopropyl(4-methoxybenzyl)amino)imidazo[2,1-f][1,2,4]triazin-2-yl)amino)phenyl)morpholin-2-yl)methyl methanesulfonate), COC1=CC=C(CN)C=C1 (4-methoxybenzylamine), C([O-])([O-])=O.[K+].[K+] (Potassium carbonate). The solvent is O (water), C(C)(=O)OCC (ethyl acetate), C(C)#N (acetonitrile). Conditions: temperature 80 celsius. The product is ClC1=C(C=C(C=C1N1CC(OCC1)CNCC1=CC=C(C=C1)OC)C#N)NC1=NN2C(C(=N1)N(CC1=CC=C(C=C1)OC)C1CC1)=NC=C2C#N ((+/−)-2-((2-Chloro-5-cyano-3-(2-(((4-methoxybenzyl)amino)methyl)morpholino)phenyl)amino)-4-(cyclopropyl(4-methoxybenzyl)amino)imidazo[2,1-f][1,2,4]triazine-7-carbonitrile). Yield: 64.9%. Reaction SMILES: CS(O[CH2:6][CH:7]1[O:12][CH2:11][CH2:10][N:9]([C:13]2[CH:18]=[C:17]([C:19]#[N:20])[CH:16]=[C:15]([NH:21][C:22]3[N:27]=[C:26]([N:28]([CH:38]4[CH2:40][CH2:39]4)[CH2:29][C:30]4[CH:35]=[CH:34][C:33]([O:36][CH3:37])=[CH:32][CH:31]=4)[C:25]4=[N:41][CH:42]=[C:43]([C:44]#[N:45])[N:24]4[N:23]=3)[C:14]=2[Cl:46])[CH2:8]1)(=O)=O.[CH3:47][O:48][C:49]1[CH:56]=[CH:55][C:52]([CH2:53][NH2:54])=[CH:51][CH:50]=1.C(=O)([O-])[O-].[K+].[K+]>C(#N)C.O.C(OCC)(=O)C>[Cl:46][C:14]1[C:13]([N:9]2[CH2:10][CH2:11][O:12][CH:7]([CH2:6][NH:54][CH2:53][C:52]3[CH:55]=[CH:56][C:49]([O:48][CH3:47])=[CH:50][CH:51]=3)[CH2:8]2)=[CH:18][C:17]([C:19]#[N:20])=[CH:16][C:15]=1[NH:21][C:22]1[N:27]=[C:26]([N:28]([CH:38]2[CH2:40][CH2:39]2)[CH2:29][C:30]2[CH:31]=[CH:32][C:33]([O:36][CH3:37])=[CH:34][CH:35]=2)[C:25]2=[N:41][CH:42]=[C:43]([C:44]#[N:45])[N:24]2[N:23]=1 |f:2.3.4|. Reported procedure: A vial was charged with (+/−)-(4-(2-chloro-5-cyano-3-((7-cyano-4-(cyclopropyl(4-methoxybenzyl)amino)imidazo[2,1-f][1,2,4]triazin-2-yl)amino)phenyl)morpholin-2-yl)methyl methanesulfonate (56.5 mg, 0.085 mmol) and 4-methoxybenzylamine (33.3 μl, 0.255 mmol) in acetonitrile (904 μl). Potassium carbonate (58.7 mg, 0.425 mmol) was added and the vial was capped and heated at 80° C. ON. After cooling to room temperature, the reaction mixture was diluted with water and ethyl acetate. The aqueous layer wa... Reactants: FC1=CC=C2C(=CN(C2=C1)CC=1OC=CC1)C1CCNCC1 (6-fluoro-1-furan-2-ylmethyl-3-piperidin-4-yl-1H-indole), COC(C1=C(C=CC=C1)OCCCl)=O (2-(2-chloro-ethoxy)-benzoic acid methyl ester). The product is FC1=CC=C2C(=CN(C2=C1)CC=1OC=CC1)C1CCN(CC1)CCOC1=C(C(=O)O)C=CC=C1 (2-{2-[4-(6-fluoro-1-furan-2-ylmethyl-1H-indol-3-yl)-piperidin-1-yl]-ethoxy}-benzoic acid). Reaction SMILES: [F:1][C:2]1[CH:10]=[C:9]2[C:5]([C:6]([CH:17]3[CH2:22][CH2:21][NH:20][CH2:19][CH2:18]3)=[CH:7][N:8]2[CH2:11][C:12]2[O:13][CH:14]=[CH:15][CH:16]=2)=[CH:4][CH:3]=1.C[O:24][C:25](=[O:36])[C:26]1[CH:31]=[CH:30][CH:29]=[CH:28][C:27]=1[O:32][CH2:33][CH2:34]Cl>>[F:1][C:2]1[CH:10]=[C:9]2[C:5]([C:6]([CH:17]3[CH2:18][CH2:19][N:20]([CH2:34][CH2:33][O:32][C:27]4[CH:28]=[CH:29][CH:30]=[CH:31][C:26]=4[C:25]([OH:36])=[O:24])[CH2:21][CH2:22]3)=[CH:7][N:8]2[CH2:11][C:12]2[O:13][CH:14]=[CH:15][CH:16]=2)=[CH:4][CH:3]=1. Procedure: This compound was prepared following the procedure described in example 13 (part E) starting with 2 g (6.5 mmol) of 6-fluoro-1-furan-2-ylmethyl-3-piperidin-4-yl-1H-indole and 1.5 g (7.1 mmol) of 2-(2-chloro-ethoxy)-benzoic acid methyl ester. After standard work-up and purification by flash chromatography over silica gel, 0.9 g (30% of yield) of the expected acid were obtained. Reactants: CC(C)(C)[O-], Cc1ccccc1, Clc1cc(N2CCCCC2)cc(Cl)n1, [K+], CNS(=O)(=O)c1ccc(N)cc1, CC(=O)[O-], CC(=O)[O-], O, [Pd+2], c1ccc(P(c2ccccc2)c2ccc3ccccc3c2-c2c(P(c3ccccc3)c3ccccc3)ccc3ccccc23)cc1. The product is CNS(=O)(=O)c1ccc(Nc2cc(N3CCCCC3)cc(Cl)n2)cc1. RXN SMILES: [CH3:15][C:16]([CH3:17])([O-:18])[CH3:19].[CH3:79][c:80]1[cH:81][cH:82][cH:83][cH:84][cH:85]1.[Cl:1][c:2]1[n:3][c:4]([Cl:14])[cH:5][c:6]([N:8]2[CH2:9][CH2:10][CH2:11][CH2:12][CH2:13]2)[cH:7]1.[K+:20].[NH2:67][c:68]1[cH:69][cH:70][c:71]([S:74](=[O:75])(=[O:76])[NH:77][CH3:78])[cH:72][cH:73]1.[O-:87][C:88]([CH3:89])=[O:90].[O-:91][C:92]([CH3:93])=[O:94].[OH2:95].[Pd+2:86].[cH:21]1[cH:22][cH:23][c:24]([P:25]([c:26]2[cH:27][cH:28][c:29]3[c:30]([cH:31][cH:32][cH:33][cH:34]3)[c:35]2-[c:36]2[c:37]3[c:38]([cH:39][cH:40][cH:41][cH:42]3)[cH:43][cH:44][c:45]2[P:46]([c:47]2[cH:48][cH:49][cH:50][cH:51][cH:52]2)[c:53]2[cH:54][cH:55][cH:56][cH:57][cH:58]2)[c:59]2[cH:60][cH:61][cH:62][cH:63][cH:64]2)[cH:65][cH:66]1>>[c:2]1([NH:67][c:68]2[cH:69][cH:70][c:71]([S:74](=[O:75])(=[O:76])[NH:77][CH3:78])[cH:72][cH:73]2)[n:3][c:4]([Cl:14])[cH:5][c:6]([N:8]2[CH2:9][CH2:10][CH2:11][CH2:12][CH2:13]2)[cH:7]1. The reactants are O=B[O-], C=C(C)C1CCC(C)=C1CC(C)(C=O)CCC, [Na+]. Product: C=C(C)C1CCC(C)=C1CC(C)(CO)CCC. Reaction SMILES: [B:18]([O-:19])=[O:20].[CH3:1][C:2]1=[C:3]([CH2:10][C:11]([CH:12]=[O:13])([CH2:14][CH2:15][CH3:16])[CH3:17])[CH:4]([C:7](=[CH2:8])[CH3:9])[CH2:5][CH2:6]1.[Na+:21]>>[CH3:1][C:2]1=[C:3]([CH2:10][C:11]([CH2:12][OH:13])([CH2:14][CH2:15][CH3:16])[CH3:17])[CH:4]([C:7](=[CH2:8])[CH3:9])[CH2:5][CH2:6]1. Starting materials: S1N=C(C2=C1C=CC=C2)N2CCN(CC2)CCCC2=C(C=CC=C2)N (2-[3-(4-1,2-benzisothiazol-3-yl-piperazin-1-yl)-propyl]-phenylamine), CC1=C(C(=CC=C1)C)N=C=O (2,6-dimethylphenyl isocyanate). Yields the product S1N=C(C2=C1C=CC=C2)N2CCN(CC2)CCCC2=C(C=CC=C2)NC(=O)NC2=C(C=CC=C2C)C (1-{2-[3-(4-1,2-benzisothiazol-3-yl-piperazin-1-yl)-propyl]-phenyl}-3-(2,6-dimethyl-phenyl)-urea). RXN SMILES: [S:1]1[C:5]2[CH:6]=[CH:7][CH:8]=[CH:9][C:4]=2[C:3]([N:10]2[CH2:15][CH2:14][N:13]([CH2:16][CH2:17][CH2:18][C:19]3[CH:24]=[CH:23][CH:22]=[CH:21][C:20]=3[NH2:25])[CH2:12][CH2:11]2)=[N:2]1.[CH3:26][C:27]1[CH:32]=[CH:31][CH:30]=[C:29]([CH3:33])[C:28]=1[N:34]=[C:35]=[O:36]>>[S:1]1[C:5]2[CH:6]=[CH:7][CH:8]=[CH:9][C:4]=2[C:3]([N:10]2[CH2:15][CH2:14][N:13]([CH2:16][CH2:17][CH2:18][C:19]3[CH:24]=[CH:23][CH:22]=[CH:21][C:20]=3[NH:25][C:35]([NH:34][C:28]3[C:27]([CH3:26])=[CH:32][CH:31]=[CH:30][C:29]=3[CH3:33])=[O:36])[CH2:12][CH2:11]2)=[N:2]1. Procedure: 1-{2-[3-(4-1,2-Benzisothiazol-3-yl-piperazin-1-yl)-propyl]-phenyl}-3-(2,6-dimethyl-phenyl)-urea was prepared according to the procedure outlined in Example 60, starting with 2-[3-(4-1,2-benzisothiazol-3-yl-piperazin-1-yl)-propyl]-phenylamine (100 mg) and 2,6-dimethylphenyl isocyanate (0.040 mL). The resultant white solid was recrystallized using isopropyl alcohol. 1-{2-[3-(4-1,2-benzisothiazol-3-yl-piperazin-1-yl)-propyl]-phenyl}-3-(2,6-dimethyl-phenyl)-urea was isolated in 100% purity @ 254 nm;... Starting materials: [N+](=O)([O-])CC1(C2C=CCC2C1)CC(=O)OC(C)(C)C (Tert-butyl [6-(nitromethyl)bicyclo[3.2.0]hept-3-en-6-ylacetate]), [Cl-].[NH4+] (ammonium chloride). Reagents/catalysts: [Fe] (iron). Run in C(C)O (ethanol), O (water). Reaction conditions: time 4.5 hour. Yields the product NCC1(C2C=CCC2C1)CC(=O)OC(C)(C)C (Tert-butyl [6-(aminomethyl)bicyclo[3.2.0]hept-3-en-6-yl]acetate). Reaction SMILES: [N+:1]([CH2:4][C:5]1([CH2:12][C:13]([O:15][C:16]([CH3:19])([CH3:18])[CH3:17])=[O:14])[CH2:11][CH:10]2[CH:6]1[CH:7]=[CH:8][CH2:9]2)([O-])=O.[Cl-].[NH4+]>C(O)C.O.[Fe]>[NH2:1][CH2:4][C:5]1([CH2:12][C:13]([O:15][C:16]([CH3:19])([CH3:18])[CH3:17])=[O:14])[CH2:11][CH:10]2[CH:6]1[CH:7]=[CH:8][CH2:9]2 |f:1.2|. Procedure: Tert-butyl [6-(nitromethyl)bicyclo[3.2.0]hept-3-en-6-ylacetate] (1.98 g, 7.41 mmol) was dissolved in ethanol (20 mL) and water (10 mL). To the solution, iron powder (2.07 g, 37.0 mmol) and ammonium chloride (392.7 mg, 7.41 mmol) were added, and the mixture was stirred for 4.5 hours under heating to reflux. The mixture was allowed to cool, then diluted with saturated saline, a saturated aqueous solution of sodium bicarbonate, and ethyl acetate, and filtered through Celite to remove insoluble matt... Starting materials: CC1(NC(CCC1)(C)C)C (2,2,6,6-tetramethylpiperidine), C(CCC)[Li] (n-butyllithium), O1CC(C1)=O (oxetan-3-one), BrC=1C=NC=CC1 (3-bromopyridine). Run in C1CCOC1 (THF). Reaction conditions: temperature -78 celsius, time 5 minute. Yields the product BrC=1C=NC=CC1C1(COC1)O (3-(3-bromopyridin-4-yl)oxetan-3-ol). Yield: 31.0%. RXN SMILES: CC1(C)CCCC(C)(C)N1.C([Li])CCC.[Br:16][C:17]1[CH:18]=[N:19][CH:20]=[CH:21][CH:22]=1.[O:23]1[CH2:26][C:25](=[O:27])[CH2:24]1>C1COCC1>[Br:16][C:17]1[CH:18]=[N:19][CH:20]=[CH:21][C:22]=1[C:25]1([OH:27])[CH2:26][O:23][CH2:24]1. Procedure details: To a magnetically stirred solution of 2,2,6,6-tetramethylpiperidine (2.50 g, 17.70 mmol) in dry THF (80 mL) under argon at −78° C. was slowly added over 2 min n-butyllithium (2.50 M in hexanes; 5.6 ml, 14.0 mmol). The reaction mixture was stirred at −78° C. for 5 min and then allowed to warm to about 0° C. over 10 min. The reaction mixture was cooled to −78° C. and slowly over 10 min was added dropwise neat 3-bromopyridine (1.335 ml, 13.61 mmol). The reaction mixture was stirred at −78° C. for 1...